Dataset: the Open Reaction Database (ORD), a public repository of structured organic reaction records. Task: describe an organic reaction: reactants, conditions, products, and yield Starting materials: C(C1=CC=CC=C1)OC=1C=C(C=CC1)C(C=O)(C)C (2-(3-benzyloxyphenyl)-2-methylpropanal), [H][H] (hydrogen), C([O-])(O)=O.[Na+] (sodium bicarbonate). The reagents and catalysts are [Pd] (Pd/C). The solvent is C(C)O (ethanol). Yields the product OC=1C=C(C=CC1)C(C=O)(C)C (2-(3-Hydroxyphenyl)-2-methylpropanal). Yield: 56.0%. As a reaction SMILES: C([O:8][C:9]1[CH:10]=[C:11]([C:15]([CH3:19])([CH3:18])[CH:16]=[O:17])[CH:12]=[CH:13][CH:14]=1)C1C=CC=CC=1.C(=O)(O)[O-].[Na+].[H][H]>[Pd].C(O)C>[OH:8][C:9]1[CH:10]=[C:11]([C:15]([CH3:19])([CH3:18])[CH:16]=[O:17])[CH:12]=[CH:13][CH:14]=1 |f:1.2|. Procedure: A mixture of 38.9 g. (0.153 mole) of 2-(3-benzyloxyphenyl)-2-methylpropanal, 20 g. 5% Pd/C/50% water, 1.0 sodium bicarbonate and 150 ml. ethanol was shaken overnight under 55 psi of hydrogen. The reaction was filtered through diatomaceous earth, the filter cake washed with ethanol and the combined filtrate evaporated. The residue was reduced as above for another 8 hours. Another 10 g. portion of catalyst was added and the reaction continued overnight. The reaction was worked-up as above and the ... The yield is 49.0%. Conditions: temperature -10 celsius, time 25 minute. Procedure: Boron trifluoride diethyl etherate (6.2 mL, 48.9 mmol) was slowly added to a cooled −15° C. solution of 6-chloro-4-iodo-pyridin-3-ylamine (5.82 g, 22.9 mmol) dissolved in DME (36 mL) and CH2Cl2 (12 mL). Tert-butyl nitrite (3.6 mL, 27.6 mmol) was slowly added maintaining the temperature below −5° C. The reaction was stirred at −10° C. for 25 minutes and then at 0° C. for 20 minutes. The mixture was diluted with pentanes (100 mL) and the tetrafluoroborate diazonium salt was collected by filtration... Reaction SMILES: B(F)(F)F.CC[O:7][CH2:8][CH3:9].[Cl:10][C:11]1[N:16]=[CH:15][C:14](N)=[C:13]([I:18])[CH:12]=1.N(OC(C)(C)C)=[O:20]>COCCOC.C(Cl)Cl>[Cl:10][C:11]1[N:16]=[CH:15][C:14]([O:7][C:8](=[O:20])[CH3:9])=[C:13]([I:18])[CH:12]=1 |f:0.1|. The solvent is COCCOC (DME), C(Cl)Cl (CH2Cl2), pentanes. The reactants are B(F)(F)F.CCOCC (Boron trifluoride diethyl etherate), ClC1=CC(=C(C=N1)N)I (6-chloro-4-iodo-pyridin-3-ylamine), N(=O)OC(C)(C)C (Tert-butyl nitrite). Product: ClC1=CC(=C(C=N1)OC(C)=O)I (Acetic acid 6-chloro-4-iodo-pyridin-3-yl ester). Reaction SMILES: [CH3:1][C:2]1([CH3:32])[CH2:11][CH:10]=[C:9]([C:12]2[CH:17]=[CH:16][C:15]([CH3:18])=[CH:14][CH:13]=2)[C:8]2[CH:7]=[C:6]([N:19]=[N:20][C:21]3[CH:31]=[CH:30][C:24]([C:25]([O:27]CC)=[O:26])=[CH:23][CH:22]=3)[CH:5]=[CH:4][C:3]1=2.C(O)C.[OH-].[Na+].Cl>C1COCC1>[CH3:1][C:2]1([CH3:32])[CH2:11][CH:10]=[C:9]([C:12]2[CH:17]=[CH:16][C:15]([CH3:18])=[CH:14][CH:13]=2)[C:8]2[CH:7]=[C:6]([N:19]=[N:20][C:21]3[CH:22]=[CH:23][C:24]([C:25]([OH:27])=[O:26])=[CH:30][CH:31]=3)[CH:5]=[CH:4][C:3]1=2 |f:2.3|. Run in C1CCOC1 (THF). Procedure: To a solution of ethyl 4-[(5,6-dihydro-5,5-dimethyl-8-(4-methylphenyl)-2-naphthalenyl)azo]-benzoate (Compound 46a) 16.5 mg, 0.042 mmol) in THF (2 ml) and ethanol (1 ml) was added 80.0 mg (2.00 mmol) of NaOH (2.0 ml, 1M aqueous solution). The mixture was stirred for 12 hours at room temperature, acidified with 10% HCl, and extracted with EtOAc. The combined organic layers were washed with water, and saturated aqueous NaCl, then dried over MgSO4. Removal of the solvents under reduced pressure, and... Reaction conditions: time 12 hour. The product is CC1(C=2C=CC(=CC2C(=CC1)C1=CC=C(C=C1)C)N=NC1=CC=C(C(=O)O)C=C1)C (4-[(5,6-dihydro-5,5-dimethyl-8-(4-methylphenyl)-2-naphthalenyl)azo]-benzoic Acid). The reactants are CC1(C=2C=CC(=CC2C(=CC1)C1=CC=C(C=C1)C)N=NC1=CC=C(C(=O)OCC)C=C1)C (ethyl 4-[(5,6-dihydro-5,5-dimethyl-8-(4-methylphenyl)-2-naphthalenyl)azo]-benzoate), CC1(C=2C=CC(=CC2C(=CC1)C1=CC=C(C=C1)C)N=NC1=CC=C(C(=O)OCC)C=C1)C (ethyl 4-[(5,6-dihydro-5,5-dimethyl-8-(4-methylphenyl)-2-naphthalenyl)azo]-benzoate), C(C)O (ethanol), [OH-].[Na+] (NaOH), Cl (HCl). Starting materials: C([O-])([O-])=O.[Na+].[Na+] (Sodium carbonate), FC=1C(=CC(=NC1)OC)B(O)O (5-fluoro-2-methoxypyridin-4-ylboronic acid), ClC1=NC=CC(=N1)Cl (2,4-dichloropyrimidine), O1CCOCC1.O (dioxane water). The reagents and catalysts are C1=CC=C(C=C1)P([C-]2C=CC=C2)C3=CC=CC=C3.C1=CC=C(C=C1)P([C-]2C=CC=C2)C3=CC=CC=C3.Cl[Pd]Cl.[Fe+2] (PdCl2(dppf)). Run in O (water). Run at temperature 80 celsius. Product: ClC1=NC=CC(=N1)C1=CC(=NC=C1F)OC (2-chloro-4-(5-fluoro-2-methoxypyridin-4-yl)pyrimidine). The yield is 100.0%. As a reaction SMILES: C(=O)([O-])[O-].[Na+].[Na+].[F:7][C:8]1[C:9](B(O)O)=[CH:10][C:11]([O:14][CH3:15])=[N:12][CH:13]=1.[Cl:19][C:20]1[N:25]=[C:24](Cl)[CH:23]=[CH:22][N:21]=1.O1CCOCC1.O>O.C1C=CC(P(C2C=CC=CC=2)[C-]2C=CC=C2)=CC=1.C1C=CC(P(C2C=CC=CC=2)[C-]2C=CC=C2)=CC=1.Cl[Pd]Cl.[Fe+2]>[Cl:19][C:20]1[N:25]=[C:24]([C:9]2[C:8]([F:7])=[CH:13][N:12]=[C:11]([O:14][CH3:15])[CH:10]=2)[CH:23]=[CH:22][N:21]=1 |f:0.1.2,5.6,8.9.10.11|. Procedure: Sodium carbonate (1.6 g, 15 mmol) was added to 5-fluoro-2-methoxypyridin-4-ylboronic acid (1.0 g, 6.0 mmol) and 2,4-dichloropyrimidine (0.75 g, 5.0 mmol) in 4:1 dioxane/water (25 mL), and the suspension was purged with argon. PdCl2(dppf)*DCM (0.21 g, 0.25 mmol) was added, and the mixture was heated at 80° C. under argon overnight. The reaction mixture was diluted with water, and the resulting solid was collected by vacuum filtration, washed with water, and dried to provide the desired 2-chloro-4... Starting materials: COC([C@@H](N)CCSC)=O (methionine methyl ester), ester, C1(=CC=CC=C1)S (thiophenol), Br.BrC1=NC=CC=C1 (2-bromopyridine hydrobromide), [H-].[Na+] (NaH), C(=O)([O-])[O-].[K+].[K+] (K2CO3). Solvent: CN(C)C=O (DMF), N1=CC=CC=C1 (pyridine). Yields the product COC([C@@H](NC(C1=C(C=C(C=C1)SC1=NC=CC=C1)C1=CC=CC=C1)=O)CCSC)=O (4-(2-Pyridylthio)-2-phenyl benzoyl methionine methyl ester). As a reaction SMILES: [C:1]1([SH:7])[CH:6]=[CH:5][CH:4]=[CH:3][CH:2]=1.Br.Br[C:10]1[CH:15]=[CH:14][CH:13]=[CH:12][N:11]=1.[H-].[Na+].[C:18]([O-:21])([O-])=O.[K+].[K+].[CH3:24][O:25][C:26](=[O:33])[C@H:27]([CH2:29][CH2:30][S:31][CH3:32])[NH2:28]>CN(C=O)C.N1C=CC=CC=1>[CH3:24][O:25][C:26](=[O:33])[C@H:27]([CH2:29][CH2:30][S:31][CH3:32])[NH:28][C:18](=[O:21])[C:4]1[CH:5]=[CH:6][C:1]([S:7][C:10]2[CH:15]=[CH:14][CH:13]=[CH:12][N:11]=2)=[CH:2][C:3]=1[C:1]1[CH:6]=[CH:5][CH:4]=[CH:3][CH:2]=1 |f:1.2,3.4,5.6.7|. Procedure: A solution of the resultant thiophenol from Example 12A (1.0 equivalent) is treated with 2-bromopyridine hydrobromide (1.0 equivalent) in the presence of a NaH (2.0 equivalents), or K2CO3 (3.0 equivalents) in DMF or pyridine. The product is isolated by removal of the solvent and chromatography on silica gel. The resultant ester is hydrolyzed according to the procedure of Example 6C and then is coupled to methionine methyl ester according to the procedure of Example 1C to give the title compound. Reactants: ClCCCC1N(C(CC1)C1=CC=C(C=C1)F)S(=O)(=O)C1=CC=C(C=C1)C ((2RS,5RS)-2-(3-chloro-propyl)-5-(4-fluoro-phenyl)-1-(toluene-4-sulfonyl)-pyrrolidine), N1N=CC=C1 (1H-pyrazole). Product: FC1=CC=C(C=C1)C1CCC(N1S(=O)(=O)C1=CC=C(C=C1)C)CCCN1N=CC=C1 ((2RS,5RS)-1-{3-[5-(4-Fluoro-phenyl)-1-(toluene-4-sulfonyl)-pyrrolidin-2-yl]-propyl}-1H-pyrazole). RXN SMILES: Cl[CH2:2][CH2:3][CH2:4][CH:5]1[CH2:9][CH2:8][CH:7]([C:10]2[CH:15]=[CH:14][C:13]([F:16])=[CH:12][CH:11]=2)[N:6]1[S:17]([C:20]1[CH:25]=[CH:24][C:23]([CH3:26])=[CH:22][CH:21]=1)(=[O:19])=[O:18].[NH:27]1[CH:31]=[CH:30][CH:29]=[N:28]1>>[F:16][C:13]1[CH:14]=[CH:15][C:10]([CH:7]2[N:6]([S:17]([C:20]3[CH:25]=[CH:24][C:23]([CH3:26])=[CH:22][CH:21]=3)(=[O:19])=[O:18])[CH:5]([CH2:4][CH2:3][CH2:2][N:27]3[CH:31]=[CH:30][CH:29]=[N:28]3)[CH2:9][CH2:8]2)=[CH:11][CH:12]=1. Reported procedure: The title compound, colorless oil, MS: m/e=428.5 (M+H+), was prepared in accordance with the general method of example 82b from (2RS,5RS)-2-(3-chloro-propyl)-5-(4-fluoro-phenyl)-1-(toluene-4-sulfonyl)-pyrrolidine and 1H-pyrazole.